Dataset: the Open Reaction Database (ORD), a public repository of structured organic reaction records. Task: describe an organic reaction: reactants, conditions, products, and yield Starting materials: C1(CCCC1)S(=O)C(C(=O)NC=1SC=CN1)C1=CC(=C(C=C1)Cl)Cl (rac-2-cyclopentanesulfinyl-2-(3,4-dichloro-phenyl)-N-thiazol-2-yl-acetamide), [Mn](=O)(=O)(=O)[O-].[K+] (potassium permanganate). The solvent is CO (methanol), O (water). Reaction conditions: temperature 25 celsius, time 30 minute. The product is C1(CCCC1)S(=O)(=O)C(C(=O)NC=1SC=CN1)C1=CC(=C(C=C1)Cl)Cl (rac-2-cyclopentanesulfonyl-2-(3,4-dichloro-phenyl)-N-thiazol-2-yl-acetamide). The yield is 47.7%. RXN SMILES: [CH:1]1([S:6]([CH:8]([C:17]2[CH:22]=[CH:21][C:20]([Cl:23])=[C:19]([Cl:24])[CH:18]=2)[C:9]([NH:11][C:12]2[S:13][CH:14]=[CH:15][N:16]=2)=[O:10])=[O:7])[CH2:5][CH2:4][CH2:3][CH2:2]1.[Mn]([O-])(=O)(=O)=[O:26].[K+]>CO.O>[CH:1]1([S:6]([CH:8]([C:17]2[CH:22]=[CH:21][C:20]([Cl:23])=[C:19]([Cl:24])[CH:18]=2)[C:9]([NH:11][C:12]2[S:13][CH:14]=[CH:15][N:16]=2)=[O:10])(=[O:26])=[O:7])[CH2:5][CH2:4][CH2:3][CH2:2]1 |f:1.2|. Procedure details: A solution of rac-2-cyclopentanesulfinyl-2-(3,4-dichloro-phenyl)-N-thiazol-2-yl-acetamide (20 mg, 0.05 mmol) in methanol (2 mL) was stirred at 25° C. as a solution of potassium permanganate (9 mg, 0.06 mmol) in water (0.5 mL) was added. The mixture was stirred at 25° C. for 30 min and then was filtered. The filter cake was washed with dichloromethane and the combined filtrates were washed with sodium bicarbonate solution (10 mL) and brine (10 mL), then were dried over sodium sulfate, filtered an... Reactants: [O-]P([O-])(=O)OP(=O)([O-])[O-].[Na+].[Na+].[Na+].[Na+] (sodium pyrophosphate), ferrous sulfate heptahydrate, O=C[C@H](O)[C@@H](O)[C@H](O)[C@H](O)CO (glucose), C(C1=C(C(=CC(=C1)CC)C(C)(C)C)O)C1=C(C(=CC(=C1)CC)C(C)(C)C)O (2,2′-methylene-bis(4-ethyl-6-tert-butyl phenol)), C=CC1=CC=CC=C1 (styrene), S(O)(O)(=O)=O (sulfuric acid), [O-]O.C1(=CC=CC=C1)C(C)C (cumene hydroperoxide), [K] (potassium), C=CC1=CC=CC=C1 (styrene), C(C=C)#N (acrylonitrile), CC(C)C(C)(C)C(C)(C)C(C)(C)S (tert-dodecyl mercaptan), [O-]O.C1(=CC=CC=C1)C(C)C (cumene hydroperoxide), [K] (potassium), CC(C)C(C)(C)C(C)(C)C(C)(C)S (tert-dodecyl mercaptan), polybutadiene, styrene-butadiene copolymer, C=CC1=CC=CC=C1 (styrene), C=CC1=CC=CC=C1 (styrene), C(C=C)#N (acrylonitrile). The solvent is O (water), O (water), O (water). Run at time 1 hour. Yields the product C(=CC1=CC=CC=C1)C=CC#N (styrene-acrylonitrile). Reaction SMILES: [CH2:1]=[CH:2][C:3]1[CH:8]=[CH:7][CH:6]=[CH:5][CH:4]=1.[K].CC(C(C(C(S)(C)C)(C)C)(C)C)C.[C:23](#[N:26])[CH:24]=[CH2:25].[O-]P(OP([O-])([O-])=O)(=O)[O-].[Na+].[Na+].[Na+].[Na+].O=C[C@@H]([C@H]([C@@H]([C@@H](CO)O)O)O)O.[O-]O.C1(C(C)C)C=CC=CC=1.C(C1C=C(CC)C=C(C(C)(C)C)C=1O)C1C=C(CC)C=C(C(C)(C)C)C=1O.S(=O)(=O)(O)O>O>[CH:1]([CH:25]=[CH:24][C:23]#[N:26])=[CH:2][C:3]1[CH:8]=[CH:7][CH:6]=[CH:5][CH:4]=1 |f:4.5.6.7.8,10.11,^1:8|. Procedure details: A rubber-reinforced styrene-based resin (C8-6) was produced by the following method. That is, 80 parts of ion-exchanged water, 0.5 part of potassium rosinate, 0.1 part of tert-dodecyl mercaptan, 30 parts (solid content) of a polybutadiene latex (average particle diameter: 2000 Å; gel content: 90%), 10 parts (solid content) of a styrene-butadiene copolymer latex (styrene content: 25%; average particle diameter: 6000 Å), 15 parts of styrene and 5 parts of acrylonitrile were charged into a glass fl... Reactants: C(C)(C)(C)C1=CC=C(C(=O)NC2=C(C(=CC=C2)C=2C3=C(N=CN2)NC(=C3)C=3CCNCC3)C)C=C1 (4-tert-Butyl-N-{2-methyl-3-[6-(1,2,3,6-tetrahydro-pyridin-4-yl)-7H-pyrrolo[2,3-d]pyrimidin-4-yl]-phenyl}-benzamide), TEA, CS(=O)(=O)Cl (methanesulfonyl chloride). The solvent is C(Cl)Cl (DCM). Reaction conditions: time 16 hour. The product is C(C)(C)(C)C1=CC=C(C(=O)NC2=C(C(=CC=C2)C=2C3=C(N=CN2)NC(=C3)C=3CCN(CC3)S(=O)(=O)C)C)C=C1 (4-tert-Butyl-N-{3-[6 (1 methanesulfonyl-1,2,3,6-tetrahydro-pyridin-4-yl)-7H-pyrrolo[2,3-d]pyrimidin-4-yl]-2-methyl-phenyl}-benzamide). As a reaction SMILES: [C:1]([C:5]1[CH:35]=[CH:34][C:8]([C:9]([NH:11][C:12]2[CH:17]=[CH:16][CH:15]=[C:14]([C:18]3[C:19]4[CH:26]=[C:25]([C:27]5[CH2:28][CH2:29][NH:30][CH2:31][CH:32]=5)[NH:24][C:20]=4[N:21]=[CH:22][N:23]=3)[C:13]=2[CH3:33])=[O:10])=[CH:7][CH:6]=1)([CH3:4])([CH3:3])[CH3:2].[CH3:36][S:37](Cl)(=[O:39])=[O:38]>C(Cl)Cl>[C:1]([C:5]1[CH:6]=[CH:7][C:8]([C:9]([NH:11][C:12]2[CH:17]=[CH:16][CH:15]=[C:14]([C:18]3[C:19]4[CH:26]=[C:25]([C:27]5[CH2:28][CH2:29][N:30]([S:37]([CH3:36])(=[O:39])=[O:38])[CH2:31][CH:32]=5)[NH:24][C:20]=4[N:21]=[CH:22][N:23]=3)[C:13]=2[CH3:33])=[O:10])=[CH:34][CH:35]=1)([CH3:4])([CH3:2])[CH3:3]. Reported procedure: To a solution of Intermediate 39 (80 mg, 0.172 mmol) and TEA (0.048 ml, 0.344 mmol) in DCM was added methanesulfonyl chloride (0.021 ml, 0.258 mmol) dropwise. The resulting mixture was stirred at r.t. for 16 hrs, then quenched with water, and extracted with EtOAc. The organic layer was dried with Na2SO4 and filtered. The solvents were removed in vacuo, and the crude product was purified by flash chromatography (silica gel, EtOAc/MeOH/N H3 gradient) to yield Example 44. Reactants: N1=CC(=CC=C1)C(C)O (1-(3-Pyridyl)ethanol), O=C(OCC(COC(CCC)=O)OC(CCC)=O)CCC (tributyrin). Product: N1=CC(=CC=C1)[C@H](C)O ((S)-1-(3-pyridyl)ethanol). Yield: 33.7%. RXN SMILES: [N:1]1[CH:6]=[CH:5][CH:4]=[C:3]([CH:7]([OH:9])[CH3:8])[CH:2]=1.O=C(CCC)OCC(OC(=O)CCC)COC(=O)CCC>>[N:1]1[CH:6]=[CH:5][CH:4]=[C:3]([C@@H:7]([OH:9])[CH3:8])[CH:2]=1. Reported procedure: 1-(3-Pyridyl)ethanol (8.9 g), tributyrin (24.0 g) and an enzyme (Lipase CES made by Amano Seiyaku K. K.) (3.6 g) were agitated at 37° C. for 190 hours, followed by filtering off the enzyme and subjecting the filtrate to silica gel column chromatography using toluene as solvent to obtain (S)-1-(3-pyridyl)ethanol (3.0 g). According to a high-speed liquid chromatography using an optical resolution column (CHIRAL CEL OB, trademark of product made by Daicel Co., Ltd.), its optical purity was 80% ee o... The reactants are COC=1C=C(C=C(C1)OC)SC1=C(CBr)C=CC=C1 (2-(3,5-Dimethoxyphenylthio)benzyl bromide), [C-]#N.[Na+] (sodium cyanide). The solvent is CS(=O)C (dimethyl sulfoxide), C(C)(=O)OCC (ethyl acetate). Reaction conditions: temperature 80 celsius, time 1.5 hour. Yields the product COC=1C=C(C=C(C1)OC)SC1=C(CC#N)C=CC=C1 (2-(3,5-dimethoxyphenylthio)-benzyl cyanide). Yield: 61.3%. RXN SMILES: [CH3:1][O:2][C:3]1[CH:4]=[C:5]([S:11][C:12]2[CH:19]=[CH:18][CH:17]=[CH:16][C:13]=2[CH2:14]Br)[CH:6]=[C:7]([O:9][CH3:10])[CH:8]=1.[C-:20]#[N:21].[Na+]>CS(C)=O.C(OCC)(=O)C>[CH3:1][O:2][C:3]1[CH:4]=[C:5]([S:11][C:12]2[CH:19]=[CH:18][CH:17]=[CH:16][C:13]=2[CH2:14][C:20]#[N:21])[CH:6]=[C:7]([O:9][CH3:10])[CH:8]=1 |f:1.2|. Procedure details: 2-(3,5-Dimethoxyphenylthio)benzyl bromide (9.53 g) was dissolved in dimethyl sulfoxide (90 ml), sodium cyanide (2.77 g) was added thereto and the mixture was stirred at 80° C. for 1.5 hours. The reaction solution was diluted with ethyl acetate, washed with water and saturated sodium chloride solution and dried over anhydrous magnesium sulfate and the solvent was evaporated in vacuo. The residue was purified by a silica gel column chromatography (developing solvent; hexane:ethyl acetate=3:1) to g... Reported procedure: (2S)-2-tert-butoxy-2-(1-(4-chlorophenyl)-7-(3-hydroxy-3-(pyridin-2-yl)but-1-ynyl)-3-methylnaphthalen-2-yl)acetic acid was prepared by the method in Example 8 from ethyl 2-(7-bromo-1-(4-chlorophenyl)-3-methylnaphthalen-2-yl)-2-tert-butoxyacetate and 2-(pyridin-2-yl)but-3-yn-2-ol. 1H-NMR: 400 MHz, (CD3OD) δ: 8.61 (d, J=6 Hz, 1H), 8.22 (t, J=8 Hz, 1H), 8.05 (d, J=8 Hz, 1H), 7.78 (d, J=8 Hz, 1H), 7.66 (m, 2H), 7.57 (m, 3H), 7.47 (d, J=8 Hz, 1H), 7.35 (s, 1H), 7.30 (d, J=8 Hz, 1H), 5.16 (s, 1H), 2.61... Yields the product C(C)(C)(C)O[C@H](C(=O)O)C1=C(C2=CC(=CC=C2C=C1C)C#CC(C)(C1=NC=CC=C1)O)C1=CC=C(C=C1)Cl ((2S)-2-tert-butoxy-2-(1-(4-chlorophenyl)-7-(3-hydroxy-3-(pyridin-2-yl)but-1-ynyl)-3-methylnaphthalen-2-yl)acetic acid). As a reaction SMILES: Br[C:2]1[CH:11]=[C:10]2[C:5]([CH:6]=[C:7]([CH3:30])[C:8]([CH:19]([O:25][C:26]([CH3:29])([CH3:28])[CH3:27])[C:20]([O:22]CC)=[O:21])=[C:9]2[C:12]2[CH:17]=[CH:16][C:15]([Cl:18])=[CH:14][CH:13]=2)=[CH:4][CH:3]=1.[N:31]1[CH:36]=[CH:35][CH:34]=[CH:33][C:32]=1[C:37]([OH:41])([C:39]#[CH:40])[CH3:38]>>[C:26]([O:25][C@@H:19]([C:8]1[C:7]([CH3:30])=[CH:6][C:5]2[C:10](=[CH:11][C:2]([C:40]#[C:39][C:37]([OH:41])([C:32]3[CH:33]=[CH:34][CH:35]=[CH:36][N:31]=3)[CH3:38])=[CH:3][CH:4]=2)[C:9]=1[C:12]1[CH:13]=[CH:14][C:15]([Cl:18])=[CH:16][CH:17]=1)[C:20]([OH:22])=[O:21])([CH3:29])([CH3:28])[CH3:27]. Starting materials: BrC1=CC=C2C=C(C(=C(C2=C1)C1=CC=C(C=C1)Cl)C(C(=O)OCC)OC(C)(C)C)C (ethyl 2-(7-bromo-1-(4-chlorophenyl)-3-methylnaphthalen-2-yl)-2-tert-butoxyacetate), N1=C(C=CC=C1)C(C)(C#C)O (2-(pyridin-2-yl)but-3-yn-2-ol).